This data is from the Open Reaction Database (ORD), a public repository of structured organic reaction records. The task is: describe an organic reaction: reactants, conditions, products, and yield The reactants are C(#N)C1=CC2=C(NC([C@H]([C@@H](N2)C)NC(OC(C)(C)C)=O)=O)C=C1 (tert-butyl(3S,4S)-7-cyano-4-methyl-2-oxo-2,3,4,5-tetrahydro-1H-benzo[b][1,4]diazepin-3-ylcarbamate), ClCC1=C(C=CC2=CC=CC=C12)C (1-(chloromethyl)-2-methylnaphthalene), C([O-])([O-])=O (carbonate). Solvent: CN(C)C=O (DMF), CCOC(=O)C (EtOAc). Conditions: time 2 hour. Product: C(#N)C1=CC2=C(N(C([C@H]([C@@H](N2)C)NC(OC(C)(C)C)=O)=O)CC2=C(C=CC3=CC=CC=C23)C)C=C1 (tert-butyl(3S,4S)-7-cyano-4-methyl-1-((2-methylnaphthalen-1-yl)methyl)-2-oxo-2,3,4,5-tetrahydro-1H-benzo[b][1,4]diazepin-3-ylcarbamate). Yield: 79.4%. Reaction SMILES: [C:1]([C:3]1[CH:23]=[CH:22][C:6]2[NH:7][C:8](=[O:21])[C@@H:9]([NH:13][C:14](=[O:20])[O:15][C:16]([CH3:19])([CH3:18])[CH3:17])[C@H:10]([CH3:12])[NH:11][C:5]=2[CH:4]=1)#[N:2].Cl[CH2:25][C:26]1[C:35]2[C:30](=[CH:31][CH:32]=[CH:33][CH:34]=2)[CH:29]=[CH:28][C:27]=1[CH3:36].C(=O)([O-])[O-]>CN(C=O)C.CCOC(C)=O>[C:1]([C:3]1[CH:23]=[CH:22][C:6]2[N:7]([CH2:25][C:26]3[C:35]4[C:30](=[CH:31][CH:32]=[CH:33][CH:34]=4)[CH:29]=[CH:28][C:27]=3[CH3:36])[C:8](=[O:21])[C@@H:9]([NH:13][C:14](=[O:20])[O:15][C:16]([CH3:18])([CH3:19])[CH3:17])[C@H:10]([CH3:12])[NH:11][C:5]=2[CH:4]=1)#[N:2]. Reported procedure: To a rt solution of tert-butyl(3S,4S)-7-cyano-4-methyl-2-oxo-2,3,4,5-tetrahydro-1H-benzo[b][1,4]diazepin-3-ylcarbamate (308 mg, 974 μmol) in DMF (2.43 ml) was added 1-(chloromethyl)-2-methylnaphthalene (223 mg, 1.17 mmol) and cesiuim carbonate (952 mg, 2.92 mmol). The reaction was stirred at rt for 2 h, then diluted with EtOAc, washed with H2O and sat. aq. NaCl, dried over Na2SO4, filtered, and concentrated. The crude material was purified by flash chromatography to provide tert-butyl(3S,4S)-7-c... The reactants are [F-].C(CCC)[N+](CCCC)(CCCC)CCCC (tetrabutylammonium fluoride), C[Si](C#C[C@H]1[C@@H](C(N1)=O)NC(C1=CC=CC=C1)(C1=CC=CC=C1)C1=CC=CC=C1)(C)C ((S)-(trans)-4-[2-(trimethylsilyl)ethynyl]-2-oxo-3-[(triphenylmethyl)amino]azetidine), CCCCC (pentane). Solvent: ClCCl (dichloromethane). Conditions: time 20 minute. Yields the product C(#C)[C@H]1[C@@H](C(N1)=O)NC(C1=CC=CC=C1)(C1=CC=CC=C1)C1=CC=CC=C1 ((S)-(trans)-4-ethynyl-2-oxo-3-[(triphenylmethyl)amino]azetidine). The yield is 95.3%. Reaction SMILES: C[Si](C)(C)[C:3]#[C:4][C@@H:5]1[NH:8][C:7](=[O:9])[C@H:6]1[NH:10][C:11]([C:24]1[CH:29]=[CH:28][CH:27]=[CH:26][CH:25]=1)([C:18]1[CH:23]=[CH:22][CH:21]=[CH:20][CH:19]=1)[C:12]1[CH:17]=[CH:16][CH:15]=[CH:14][CH:13]=1.[F-].C([N+](CCCC)(CCCC)CCCC)CCC.CCCCC>ClCCl>[C:4]([C@@H:5]1[NH:8][C:7](=[O:9])[C@H:6]1[NH:10][C:11]([C:18]1[CH:23]=[CH:22][CH:21]=[CH:20][CH:19]=1)([C:12]1[CH:13]=[CH:14][CH:15]=[CH:16][CH:17]=1)[C:24]1[CH:29]=[CH:28][CH:27]=[CH:26][CH:25]=1)#[CH:3] |f:1.2|. Procedure details: (S)-(trans)-4-[2-(trimethylsilyl)ethynyl]-2-oxo-3-[(triphenylmethyl)amino]azetidine (2.97 g) is dissolved in 30 ml of dichloromethane and 330 mg of tetrabutylammonium fluoride (containing 20-25% water) is added. After 20 minutes, the solvent is removed in vacuo. The residue is taken up in ethyl acetate and water. The organic layer is separated, washed once with water and once with saturated aqueous sodium chloride, dried over sodium sulfate, and filtered. Removal of the solvent gives an oil whic... The reactants are CCO, [Na+], [OH-], O, CC(C)(NC=O)c1ccc(F)cc1-c1cccc2cc(-c3nc(NCCn4ccnn4)ncc3F)sc12. The product is CC(C)(N)c1ccc(F)cc1-c1cccc2cc(-c3nc(NCCn4ccnn4)ncc3F)sc12. Reaction SMILES: [CH3:40][CH2:41][OH:42].[Na+:39].[OH-:38].[OH2:43].[n:1]1([CH2:6][CH2:7][NH:8][c:9]2[n:10][cH:11][c:12]([F:37])[c:13](-[c:15]3[cH:16][c:17]4[c:18]([s:19]3)[c:20](-[c:24]3[c:25]([C:31]([CH3:32])([CH3:33])[NH:34][CH:35]=[O:36])[cH:26][cH:27][c:28]([F:30])[cH:29]3)[cH:21][cH:22][cH:23]4)[n:14]2)[n:2][n:3][cH:4][cH:5]1>>[n:1]1([CH2:6][CH2:7][NH:8][c:9]2[n:10][cH:11][c:12]([F:37])[c:13](-[c:15]3[cH:16][c:17]4[c:18]([s:19]3)[c:20](-[c:24]3[c:25]([C:31]([CH3:32])([CH3:33])[NH2:34])[cH:26][cH:27][c:28]([F:30])[cH:29]3)[cH:21][cH:22][cH:23]4)[n:14]2)[n:2][n:3][cH:4][cH:5]1. The reactants are CC1=C(O)C=CC=C1O (2-methyl resorcinol), ClN1C(CCC1=O)=O (N-chlorosuccinimide). Run in CC#N (MeCN). Yields the product ClC1=C(C(=C(C=C1)O)C)O (4-chloro-2-methyl-benzene-1,3-diol). RXN SMILES: [CH3:1][C:2]1[C:8]([OH:9])=[CH:7][CH:6]=[CH:5][C:3]=1[OH:4].[Cl:10]N1C(=O)CCC1=O>CC#N>[Cl:10][C:7]1[CH:6]=[CH:5][C:3]([OH:4])=[C:2]([CH3:1])[C:8]=1[OH:9]. Procedure details: To a solution of 2-methyl resorcinol (1 eq) in MeCN (5 ml) was added N-chlorosuccinimide (1 eq) and refluxed under nitrogen overnight. The yellow solution was concentrated in vacuo and purified by flash chromatography to give 4-chloro-2-methyl-benzene-1,3-diol as a solid.